describe an organic reaction: reactants, conditions, products, and yield From a dataset of the Open Reaction Database (ORD), a public repository of structured organic reaction records. Conditions: time 16 hour. As a reaction SMILES: [NH2:1][CH2:2][C:3]1[C:12]2[C:7](=[CH:8][CH:9]=[CH:10][CH:11]=2)[CH:6]=[CH:5][CH:4]=1.[NH:13]([C:15](=[O:20])[C:16](OC)=[O:17])[NH2:14]>CO>[NH:13]([C:15](=[O:20])[C:16]([NH:1][CH2:2][C:3]1[C:12]2[C:7](=[CH:8][CH:9]=[CH:10][CH:11]=2)[CH:6]=[CH:5][CH:4]=1)=[O:17])[NH2:14]. Product: N(N)C(C(=O)NCC1=CC=CC2=CC=CC=C12)=O (2-Hydrazino-N-(naphth-1-ylmethyl)-2-oxo-acetamide). Starting materials: NCC1=CC=CC2=CC=CC=C12 (1-aminomethylnaphthalene), N(N)C(C(=O)OC)=O (methyl hydrazino-oxo-acetate). Procedure: 1.25 ml 1-aminomethylnaphthalene are added to a solution of 1.0 g methyl hydrazino-oxo-acetate in 10 ml of methanol. The solution is stirred for 16 h at ambient temperature and then some of the methanol is eliminated. The precipitate is separated off, washed with diethyl ether, and dried. The solvent is CO (methanol), CO (methanol). Reactants: C(C#C)Br (Propargyl bromide), O=CC1=CC(OC)=C(O)C=C1 (vanillin), C([O-])([O-])=O.[K+].[K+] (potassium carbonate). Solvent: CC(=O)C (acetone). Yields the product COC1=C(C=C(C=O)C=C1)OCC#C (4-Methoxy-3-propargyloxybenzaldehyde). The yield is 80.7%. Reaction SMILES: [CH2:1](Br)[C:2]#C.[O:5]=[CH:6][C:7]1[CH:15]=[CH:14][C:12]([OH:13])=[C:9]([O:10][CH3:11])[CH:8]=1.[C:16](=O)([O-])[O-].[K+].[K+]>CC(C)=O>[CH3:16][O:13][C:12]1[CH:14]=[CH:15][C:7]([CH:6]=[O:5])=[CH:8][C:9]=1[O:10][CH2:11][C:1]#[CH:2] |f:2.3.4|. Procedure details: Propargyl bromide (2.90 mL, 80% w/v, 19.7 mmol) was added to a suspension of vanillin (2.00 g, 13.1 mmol) and potassium carbonate (5.46 g, 39.4 mmol) in acetone (20 mL) and treated according to Procedure 3. 4-Methoxy-3-propargyloxybenzaldehyde (2.01 g, 80%) was obtained as a colourless crystalline solid; mp 66-67° C.; δH (400 MHz, CDCl3) 2.54 (t, J=2.4 Hz, 1H, C≡CH), 3.95 (s, 3H, OCH3), 4.81 (d, J=2.4 Hz, 1H, OCH2), 7.00 (d, J5,6=8.4 Hz, 1H, H5), 7.50-7.53 (m, 2H, H2, H6), 9.85 (s, 1H, CHO); δC ... Reactants: CN(C)C=O, CCOCC, O=C(Cl)C(=O)Cl, CC1(C)C(C=C(F)F)C1C(=O)O. Product: CC1(C)C(C=C(F)F)C1C(=O)Cl. As a reaction SMILES: [CH3:13][N:14]([CH3:15])[CH:16]=[O:17].[CH3:24][CH2:25][O:26][CH2:27][CH3:28].[Cl:18][C:19]([C:20]([Cl:21])=[O:22])=[O:23].[F:1][C:2](=[CH:3][CH:4]1[C:5]([CH3:10])([CH3:11])[CH:6]1[C:7](=[O:8])[OH:9])[F:12]>>[F:1][C:2](=[CH:3][CH:4]1[C:5]([CH3:10])([CH3:11])[CH:6]1[C:7](=[O:8])[Cl:18])[F:12]. Reactants: C=CCOC1CC(n2cc(I)c(N)nc2=O)OC1CO[Si](C)(C)C(C)(C)C, C1CCOC1, CCCC[N+](CCCC)(CCCC)CCCC, [F-]. Product: C=CCOC1CC(n2cc(I)c(N)nc2=O)OC1CO. As a reaction SMILES: [CH2:1]([CH:2]=[CH2:3])[O:4][CH:5]1[CH2:6][CH:7]([n:19]2[c:20](=[O:21])[n:22][c:23]([NH2:24])[c:25]([I:27])[cH:26]2)[O:8][CH:9]1[CH2:10][O:11][Si:12]([C:13]([CH3:14])([CH3:15])[CH3:16])([CH3:17])[CH3:18].[CH2:46]1[O:47][CH2:48][CH2:49][CH2:50]1.[CH3:29][CH2:30][CH2:31][CH2:32][N+:33]([CH2:34][CH2:35][CH2:36][CH3:37])([CH2:38][CH2:39][CH2:40][CH3:41])[CH2:42][CH2:43][CH2:44][CH3:45].[F-:28]>>[CH2:1]([CH:2]=[CH2:3])[O:4][CH:5]1[CH2:6][CH:7]([n:19]2[c:20](=[O:21])[n:22][c:23]([NH2:24])[c:25]([I:27])[cH:26]2)[O:8][CH:9]1[CH2:10][OH:11]. The reactants are N-Aryl-benzenesulfonamides, NC1=C(C=C(C=C1)Cl)C(=O)C1=CC=CC=C1 ((2-amino-5-chloro-phenyl)-phenyl-methanone), C(C)(=O)NC1=C(C=C(C=C1)S(=O)(=O)Cl)Cl (4-acetylamino-3-chloro-benzenesulfonyl chloride). The product is C(C1=CC=CC=C1)(=O)C1=C(C=CC(=C1)Cl)NS(=O)(=O)C1=CC(=C(C=C1)NC(C)=O)Cl (N-[4-(2-Benzoyl-4-chloro-phenylsulfamoyl)-2-chloro-phenyl]-acetamide). Reaction SMILES: [NH2:1][C:2]1[CH:7]=[CH:6][C:5]([Cl:8])=[CH:4][C:3]=1[C:9]([C:11]1[CH:16]=[CH:15][CH:14]=[CH:13][CH:12]=1)=[O:10].[C:17]([NH:20][C:21]1[CH:26]=[CH:25][C:24]([S:27](Cl)(=[O:29])=[O:28])=[CH:23][C:22]=1[Cl:31])(=[O:19])[CH3:18]>>[C:9]([C:3]1[CH:4]=[C:5]([Cl:8])[CH:6]=[CH:7][C:2]=1[NH:1][S:27]([C:24]1[CH:25]=[CH:26][C:21]([NH:20][C:17](=[O:19])[CH3:18])=[C:22]([Cl:31])[CH:23]=1)(=[O:28])=[O:29])(=[O:10])[C:11]1[CH:12]=[CH:13][CH:14]=[CH:15][CH:16]=1. Reported procedure: The title compound was prepared according to the general procedure for the synthesis of N-Aryl-benzenesulfonamides previously described using 115 mg of (2-amino-5-chloro-phenyl)-phenyl-methanone and 133 mg of 4-acetylamino-3-chloro-benzenesulfonyl chloride 1H-NMR (400 MHz, CDCl3): δ 2.24 (s, 3H), 7.36 (d, 1H, J=2.4), 7.40-7.60(m, 8H), 7.66 (d, 1H, J=2.0 Hz), 7.71 (d, 1H, J=8.8 Hz), 8.36 (d, 1H, J=8.8 Hz), 9.63 (s, 1H). MS: m/z 463.0 (M++1). The reactants are ClC=1C=CC=C2C(=C(C=NC12)C)C=1C=C(C=CC1)O (3-(8-chloro-3-methyl-quinolin-4-yl)-phenol), COC(C(C)C1=CC=C(C=C1)CBr)=O (2-(4-bromomethyl-phenyl)-propionic acid methyl ester). Yields the product ClC=1C=CC=C2C(=C(C=NC12)C)C=1C=C(OCC2=CC=C(C=C2)[C@@H](C(=O)O)C)C=CC1 ((2S)-2-(4-{[3-(8-CHLORO-3-METHYLQUINOLIN-4-YL)PHENOXY]METHYL}PHENYL)PROPANOIC ACID). RXN SMILES: [Cl:1][C:2]1[CH:3]=[CH:4][CH:5]=[C:6]2[C:11]=1[N:10]=[CH:9][C:8]([CH3:12])=[C:7]2[C:13]1[CH:14]=[C:15]([OH:19])[CH:16]=[CH:17][CH:18]=1.C[O:21][C:22](=[O:33])[CH:23]([C:25]1[CH:30]=[CH:29][C:28]([CH2:31]Br)=[CH:27][CH:26]=1)[CH3:24]>>[Cl:1][C:2]1[CH:3]=[CH:4][CH:5]=[C:6]2[C:11]=1[N:10]=[CH:9][C:8]([CH3:12])=[C:7]2[C:13]1[CH:14]=[C:15]([CH:16]=[CH:17][CH:18]=1)[O:19][CH2:31][C:28]1[CH:27]=[CH:26][C:25]([C@H:23]([CH3:24])[C:22]([OH:33])=[O:21])=[CH:30][CH:29]=1. Procedure: This compound was prepared according to the procedure of example 41, substituting 3-(8-chloro-3-methyl-quinolin-4-yl)-phenol and 2-(4-bromomethyl-phenyl)-propionic acid methyl ester. Purification by supercritical fluid chromatography (MeOH/CO2). Electronic circular dichroism CD λmax=−4 mdeg @ 225 nm (EtOH). MS (ESI) m/z 432. Reactants: CNC(=C(C(=O)OCC)C#N)SC (ethyl 3-methylamino-3-methylthio-2-cyanoacrylate), NCC1CN(CCO1)CC1=CC=C(C=C1)F (2-aminomethyl-4-(p-fluorobenzyl)morpholine). Yields the product FC1=CC=C(CN2CC(OCC2)CNC(=C(C(=O)OCC)C#N)NC)C=C1 (Ethyl 3-[4-(p-fluorobenzyl)-2-morpholinylmethylamino]-3-methylamino-2-cyanoacrylate). The yield is 53.0%. As a reaction SMILES: [CH3:1][NH:2][C:3](SC)=[C:4]([C:10]#[N:11])[C:5]([O:7][CH2:8][CH3:9])=[O:6].[NH2:14][CH2:15][CH:16]1[O:21][CH2:20][CH2:19][N:18]([CH2:22][C:23]2[CH:28]=[CH:27][C:26]([F:29])=[CH:25][CH:24]=2)[CH2:17]1>>[F:29][C:26]1[CH:27]=[CH:28][C:23]([CH2:22][N:18]2[CH2:19][CH2:20][O:21][CH:16]([CH2:15][NH:14][C:3]([NH:2][CH3:1])=[C:4]([C:10]#[N:11])[C:5]([O:7][CH2:8][CH3:9])=[O:6])[CH2:17]2)=[CH:24][CH:25]=1. Reported procedure: This compound was synthesized as a yellow oily substance from ethyl 3-methylamino-3-methylthio-2-cyanoacrylate and 2-aminomethyl-4-(p-fluorobenzyl)morpholine according to the same procedure as in Example 8. Yield=53%. Reactants: Cl, O=S(=O)(OS(=O)(=O)C(F)(F)F)C(F)(F)F, Oc1ccc2cccnc2c1, c1ccncc1. The product is O=S(=O)(Oc1ccc2cccnc2c1)C(F)(F)F. Reaction SMILES: [ClH:27].[F:1][C:2]([F:3])([F:4])[S:5](=[O:6])(=[O:7])[O:8][S:9]([C:10]([F:11])([F:12])[F:13])(=[O:14])=[O:15].[OH:16][c:17]1[cH:18][cH:19][c:20]2[cH:21][cH:22][cH:23][n:24][c:25]2[cH:26]1.[cH:28]1[cH:29][cH:30][n:31][cH:32][cH:33]1>>[F:1][C:2]([F:3])([F:4])[S:5](=[O:6])(=[O:7])[O:8][c:17]1[cH:18][cH:19][c:20]2[cH:21][cH:22][cH:23][n:24][c:25]2[cH:26]1.